Dataset: the Open Reaction Database (ORD), a public repository of structured organic reaction records. Task: describe an organic reaction: reactants, conditions, products, and yield Procedure: 150 mg of Z-Pro-Asn-Ser(Bzl)-Pip-Arg(NO2)-OBzl was reduced in the presence of palladium-carbon in the same manner as in Example 12-(4). The resulting product was purified by high-performance liquid chromatography at 12 ml/min. (flow rate), 0 to 10% (B) 20 min. linear gradient (A) (mobile phase), subjected to Dowex 1×2 (acetate type) treatment and freeze-dried to obtain the desired compound. Product: N1[C@H](C(=O)N[C@@H](CC(N)=O)C(=O)N[C@@H](CO)C(=O)N2[C@H](C(=O)N[C@@H](CCCNC(N)=N)C(=O)O)CCCC2)CCC1.CC(=O)O (H-Pro-Asn-Ser-Pip-Arg-OH acetate). The reagents and catalysts are [C].[Pd] (palladium-carbon). Starting materials: N1([C@H](C(=O)N[C@@H](CC(N)=O)C(=O)N[C@@H](COCC2=CC=CC=C2)C(=O)N2[C@H](C(=O)N[C@@H](CCCNC(N[N+](=O)[O-])=N)C(=O)OCC3=CC=CC=C3)CCCC2)CCC1)C(=O)OCC1=CC=CC=C1 (Z-Pro-Asn-Ser(Bzl)-Pip-Arg(NO2)-OBzl). RXN SMILES: [N:1]1(C(OCC2C=CC=CC=2)=O)[CH2:58][CH2:57][CH2:56][C@H:2]1[C:3]([NH:5][C@H:6]([C:11]([NH:13][C@H:14]([C:24]([N:26]1[CH2:55][CH2:54][CH2:53][CH2:52][C@H:27]1[C:28]([NH:30][C@H:31]([C:42]([O:44]CC1C=CC=CC=1)=[O:43])[CH2:32][CH2:33][CH2:34][NH:35][C:36](=[NH:41])[NH:37][N+]([O-])=O)=[O:29])=[O:25])[CH2:15][O:16]CC1C=CC=CC=1)=[O:12])[CH2:7][C:8](=[O:10])[NH2:9])=[O:4]>[C].[Pd]>[NH:1]1[CH2:58][CH2:57][CH2:56][C@H:2]1[C:3]([NH:5][C@H:6]([C:11]([NH:13][C@H:14]([C:24]([N:26]1[CH2:55][CH2:54][CH2:53][CH2:52][C@H:27]1[C:28]([NH:30][C@H:31]([C:42]([OH:44])=[O:43])[CH2:32][CH2:33][CH2:34][NH:35][C:36](=[NH:37])[NH2:41])=[O:29])=[O:25])[CH2:15][OH:16])=[O:12])[CH2:7][C:8](=[O:10])[NH2:9])=[O:4].[CH3:31][C:42]([OH:44])=[O:43] |f:1.2,3.4|. The reactants are C1CCOC1, CO, COC(=O)c1ccc2c(c1)C(N(C)S(=O)(=O)c1ccccc1Cl)CC2, [Li+], [OH-], O, O. The product is CN(C1CCc2ccc(C(=O)O)cc21)S(=O)(=O)c1ccccc1Cl. As a reaction SMILES: [CH2:31]1[O:32][CH2:33][CH2:34][CH2:35]1.[CH3:29][OH:30].[Cl:1][c:2]1[c:3]([S:8](=[O:9])(=[O:10])[N:11]([CH3:12])[CH:13]2[CH2:14][CH2:15][c:16]3[cH:17][cH:18][c:19]([C:22](=[O:23])[O:24][CH3:25])[cH:20][c:21]32)[cH:4][cH:5][cH:6][cH:7]1.[Li+:27].[OH-:26].[OH2:28].[OH2:36]>>[Cl:1][c:2]1[c:3]([S:8](=[O:9])(=[O:10])[N:11]([CH3:12])[CH:13]2[CH2:14][CH2:15][c:16]3[cH:17][cH:18][c:19]([C:22](=[O:23])[OH:24])[cH:20][c:21]32)[cH:4][cH:5][cH:6][cH:7]1. Starting materials: Cl (hydrochloric acid), C1(=CC=CC=C1)C(C1CCNCC1)C1=CC=CC=C1 (4-diphenylmethylpiperidine), N1(CCCCC1)CCN1CCC(CC1)C(C1=CC=CC=C1)C1=CC=CC=C1 (1-(2-piperidinoethyl)-4-(diphenylmethyl)piperidine), Cl.ClCCN1CCCCC1 (2-chloroethylpiperidine hydrochloride), C([O-])([O-])=O.[Na+].[Na+] (sodium carbonate). Run in C(C)O (ethanol), C(C)O (ethanol). Product: Cl.Cl.N1(CCCCC1)CCN1CCC(CC1)C(C1=CC=CC=C1)C1=CC=CC=C1 (1-(2-piperidinoethyl)-4-(diphenylmethyl)piperidine dihydrochloride). RXN SMILES: C1(C(C2C=CC=CC=2)C2CCNCC2)C=CC=CC=1.[ClH:20].[Cl:21]CCN1CCCCC1.C(=O)([O-])[O-].[Na+].[Na+].[N:36]1([CH2:42][CH2:43][N:44]2[CH2:49][CH2:48][CH:47]([CH:50]([C:57]3[CH:62]=[CH:61][CH:60]=[CH:59][CH:58]=3)[C:51]3[CH:56]=[CH:55][CH:54]=[CH:53][CH:52]=3)[CH2:46][CH2:45]2)[CH2:41][CH2:40][CH2:39][CH2:38][CH2:37]1.Cl>C(O)C>[ClH:21].[ClH:20].[N:36]1([CH2:42][CH2:43][N:44]2[CH2:49][CH2:48][CH:47]([CH:50]([C:51]3[CH:56]=[CH:55][CH:54]=[CH:53][CH:52]=3)[C:57]3[CH:58]=[CH:59][CH:60]=[CH:61][CH:62]=3)[CH2:46][CH2:45]2)[CH2:41][CH2:40][CH2:39][CH2:38][CH2:37]1 |f:1.2,3.4.5,9.10.11|. Procedure details: Following Scheme I, 18.1 parts of 4-diphenylmethylpiperidine (U.S. Pat. No. 3,806,526) 13.6 parts of 2-chloroethylpiperidine hydrochloride and 16 parts of sodium carbonate are placed in 250 parts of aqueous 95% ethanol and heated at reflux for 5 hours with stirring. The ethanol is removed to provide an oil which is 1-(2-piperidinoethyl)-4-(diphenylmethyl)piperidine. This oil is dissolved in anhydrous ethanol and 2 equivalents of hydrochloric acid gas are added to provide 1-(2-piperidinoethyl)-4-... Reactants: IC=1C=C2C(NC(NC2=CC1)C(Cl)(Cl)Cl)=O (6-iodo-2-trichloromethyl-1,2-dihydro-quinazolin-4-one), O=P(Cl)(Cl)Cl (POCl3). Run in C1(=CC=CC=C1)C (toluene). Yields the product IC=1C=C2C(=NC(=NC2=CC1)C(Cl)(Cl)Cl)Cl (6-iodo-4-chloro-2-trichloromethyl quinazolin). As a reaction SMILES: [I:1][C:2]1[CH:3]=[C:4]2[C:9](=[CH:10][CH:11]=1)[NH:8][CH:7]([C:12]([Cl:15])([Cl:14])[Cl:13])[NH:6][C:5]2=O.O=P(Cl)(Cl)[Cl:19]>C1(C)C=CC=CC=1>[I:1][C:2]1[CH:3]=[C:4]2[C:9](=[CH:10][CH:11]=1)[N:8]=[C:7]([C:12]([Cl:15])([Cl:14])[Cl:13])[N:6]=[C:5]2[Cl:19]. Procedure details: A suspension of 6-iodo-2-trichloromethyl-1,2-dihydro-quinazolin-4-one (38.9 g=100 mmol) in POCl3 (500 mL) was heated to reflux for 12 hours. The homogeneous solution was cooled and excess POCl3 was distilled under vacuum. Viscous oil obtained was poured over crushed ice and triturated vigorously to give grey solid, which was dissolved in toluene (200 mL), filtered and evaporated under vacuo to give off-white crystalline solid. Mp 154°-155° C. Elemental Analysis: Calculated for C9H3Cl4IN2, C: 26.... Reactants: BrC1=C(C=C(C=C1)F)Cl (1-bromo-2-chloro-4-fluorobenzene), CC1(OB(OC1(C)C)C1=C(C(=O)OCC)C=CC=C1)C (ethyl 2-(4,4,5,5-tetramethyl-1,3,2-dioxaborolan-2-yl)benzoate), C1(=CC=CC=C1)C (toluene), P(=O)([O-])([O-])[O-].[K+].[K+].[K+] (tripotassium phosphate). Solvent: O (water). Reaction conditions: temperature 110 celsius, time 3 hour. Yields the product C(C)OC(=O)C=1C(=CC=CC1)C1=C(C=C(C=C1)F)Cl (2′-chloro-4′-fluoro-biphenyl-2-carboxylic acid ethyl ester). The yield is 125.6%. Reaction SMILES: Br[C:2]1[CH:7]=[CH:6][C:5]([F:8])=[CH:4][C:3]=1[Cl:9].CC1(C)C(C)(C)OB([C:18]2[CH:28]=[CH:27][CH:26]=[CH:25][C:19]=2[C:20]([O:22][CH2:23][CH3:24])=[O:21])O1.C1(C)C=CC=CC=1.P([O-])([O-])([O-])=O.[K+].[K+].[K+]>O>[CH2:23]([O:22][C:20]([C:19]1[C:18]([C:2]2[CH:7]=[CH:6][C:5]([F:8])=[CH:4][C:3]=2[Cl:9])=[CH:28][CH:27]=[CH:26][CH:25]=1)=[O:21])[CH3:24] |f:3.4.5.6|. Procedure details: To a reaction vessel were added 1-bromo-2-chloro-4-fluorobenzene (25 g), ethyl 2-(4,4,5,5-tetramethyl-1,3,2-dioxaborolan-2-yl)benzoate (46 g), toluene (125 ml), water (125 ml) and tripotassium phosphate (50.5 g), and purged with argon. To this mixture was added dichlorobis(triphenylphosphine)palladium(II) (1.67 g) and the mixture was stirred in an oil bath at 110° C. for 3 hr. The oil bath was removed, and water (125 ml) was added to the reaction mixture. The mixture was stirred at room temperat... Reactants: nitrosyl halide, COC=CC#N (3-methoxyacrylonitrile), CO.Cl (hydrogen chloride methanol), ( 1 ), N(=O)OCCCC (n-butyl nitrite), C(O)([O-])=O.[Na+] (sodium hydrogen carbonate). Solvent: C(CCC)O (n-butyl alcohol), CO (methanol), CO (methanol). Yields the product COC(C(C#N)=NO)OC (3,3-dimethoxy-2-hydroxyiminopropionitrile). Yield: 50.0%. Reaction SMILES: [CH3:1][O:2][CH:3]=[CH:4][C:5]#[N:6].CO.Cl.[N:10](OCCCC)=[O:11].[C:17](=O)([O-])[OH:18].[Na+]>CO.C(O)CCC>[CH3:1][O:2][CH:3]([O:18][CH3:17])[C:4](=[N:10][OH:11])[C:5]#[N:6] |f:1.2,4.5|. Procedure: To a flask having an inner volume of 100 ml and equipped with a stirring device and a dropping funnel were charged 3.0 g (36 mmol) of 3-methoxyacrylonitrile, 9.0 g (63 mmol) of a 25.7% by weight hydrogen chloride methanol solution and 15 ml of methanol. Under stirring, 4.7 g (43 mmol) of n-butyl nitrite was gradually added dropwise to the mixture to generate nitrosyl halide and n-butyl alcohol in the system (the method of the above-mentioned (1)), and the mixture was reacted at room temperature ...